Dataset: the Open Reaction Database (ORD), a public repository of structured organic reaction records. Task: describe an organic reaction: reactants, conditions, products, and yield The reactants are [Br-], COC(=O)C=C(CC(=O)OC)NCCS(C)(=O)=O, CS(=O)(=O)O, ClCCl, [Li+], O. Product: COC(=O)C=C(CC(=O)OC)NCCBr. Reaction SMILES: [Br-:28].[CH3:1][S:2](=[O:3])(=[O:4])[CH2:5][CH2:6][NH:7][C:8](=[CH:9][C:10](=[O:11])[O:12][CH3:13])[CH2:14][C:15](=[O:16])[O:17][CH3:18].[CH3:22][S:23]([OH:24])(=[O:25])=[O:26].[Cl:19][CH2:20][Cl:21].[Li+:27].[OH2:29]>>[CH2:5]([CH2:6][NH:7][C:8](=[CH:9][C:10](=[O:11])[O:12][CH3:13])[CH2:14][C:15](=[O:16])[O:17][CH3:18])[Br:28]. Reactants: C(C)OC(C=CC1=CC=C(C=C1)C1=CC=C(C=C1)OCCCCCCC)=O (3-(4′-heptyloxybiphenyl-4-yl)acrylic acid ethyl ester). The reagents and catalysts are [Pd] (palladium on activated carbon). Run in C(Cl)Cl (CH2Cl2). Reaction conditions: time 2 hour. Product: C(C)OC(CCC1=CC=C(C=C1)C1=CC=C(C=C1)OCCCCCCC)=O (3-(4′-heptyloxybiphenyl-4-yl)propionic acid ethyl ester). Isolated yield 102.8%. As a reaction SMILES: [CH2:1]([O:3][C:4](=[O:27])[CH:5]=[CH:6][C:7]1[CH:12]=[CH:11][C:10]([C:13]2[CH:18]=[CH:17][C:16]([O:19][CH2:20][CH2:21][CH2:22][CH2:23][CH2:24][CH2:25][CH3:26])=[CH:15][CH:14]=2)=[CH:9][CH:8]=1)[CH3:2]>C(Cl)Cl.[Pd]>[CH2:1]([O:3][C:4](=[O:27])[CH2:5][CH2:6][C:7]1[CH:12]=[CH:11][C:10]([C:13]2[CH:14]=[CH:15][C:16]([O:19][CH2:20][CH2:21][CH2:22][CH2:23][CH2:24][CH2:25][CH3:26])=[CH:17][CH:18]=2)=[CH:9][CH:8]=1)[CH3:2]. Reported procedure: To a stirred solution of 3-(4′-heptyloxybiphenyl-4-yl)acrylic acid ethyl ester (2.65 g, 7.23 mmol) in CH2Cl2 (60 ml) was added palladium on activated carbon (Pd ca.10 wt %, 1.07 g), and then the mixture was set under H2 atmosphere. After being stirred for 2 h, the mixture was filtered through a pad of Celite and washed with CH2Cl2. Filtrate and washings were combined and concentrated in vacuo to give 3-(4′-heptyloxybiphenyl-4-yl)propionic acid ethyl ester (crude, 2.74 g) which was used for the n...